Dataset: the Open Reaction Database (ORD), a public repository of structured organic reaction records. Task: describe an organic reaction: reactants, conditions, products, and yield Starting materials: C(#N)C1=C(N(C2=CC=CC=C12)C)C=1C=C(C=NC1)N(S(=O)(=O)CC)S(=O)(=O)CC (ethanesulfonic acid [5-(3-cyano-1-methyl-1H-indol-2-yl)-pyridin-3-yl]-N-ethanesulfonyl-amide). Run in CN(C)C=O (DMF), CO (methanol), [OH-].[Na+] (NaOH), O (water). Product: C(#N)C1=C(N(C2=CC=CC=C12)C)C=1C=C(C=NC1)NS(=O)(=O)CC (ethanesulfonic acid [5-(3-cyano-1-methyl-1H-indol-2-yl)-pyridin-3-yl]-amide). As a reaction SMILES: [C:1]([C:3]1[C:11]2[C:6](=[CH:7][CH:8]=[CH:9][CH:10]=2)[N:5]([CH3:12])[C:4]=1[C:13]1[CH:14]=[C:15]([N:19](S(CC)(=O)=O)[S:20]([CH2:23][CH3:24])(=[O:22])=[O:21])[CH:16]=[N:17][CH:18]=1)#[N:2]>CN(C=O)C.CO.[OH-].[Na+].O>[C:1]([C:3]1[C:11]2[C:6](=[CH:7][CH:8]=[CH:9][CH:10]=2)[N:5]([CH3:12])[C:4]=1[C:13]1[CH:14]=[C:15]([NH:19][S:20]([CH2:23][CH3:24])(=[O:21])=[O:22])[CH:16]=[N:17][CH:18]=1)#[N:2] |f:3.4|. Procedure: A solution of ethanesulfonic acid [5-(3-cyano-1-methyl-1H-indol-2-yl)-pyridin-3-yl]-N-ethanesulfonyl-amide in DMF (2 mL), methanol (10 mL) and 5 M NaOH in water (1 mL) is stirred at room temperature for 1 h. The mixture is purified on Xbridge C18 eluting with a 1:9 to 9:1 acetonitrile-water gradient to give ethanesulfonic acid [5-(3-cyano-1-methyl-1H-indol-2-yl)-pyridin-3-yl]-amide. 1H NMR (400 MHz, DMSO-d6) δ ppm 1.25 (t, J=7.3 Hz, 3H), 3.24-3.32 (m, 2H), 3.80 (s, 3H), 7.32-7.38 (m, 1H), 7.43 (...